Task: describe an organic reaction: reactants, conditions, products, and yield. Dataset: the Open Reaction Database (ORD), a public repository of structured organic reaction records Starting materials: CCc1ccccc1Oc1ccccc1C(O)(CCCCOC)C1CCCN(C(=O)OC(C)(C)C)C1, CC#N, Cl, [Na+], [OH-]. Product: CCc1ccccc1Oc1ccccc1C(O)(CCCCOC)C1CCCNC1. RXN SMILES: [CH2:1]([CH3:2])[c:3]1[c:4]([O:5][c:6]2[c:7]([C:12]([CH2:13][CH2:14][CH2:15][CH2:16][O:17][CH3:18])([OH:19])[CH:20]3[CH2:21][N:22]([C:26]([O:27][C:28]([CH3:29])([CH3:30])[CH3:31])=[O:32])[CH2:23][CH2:24][CH2:25]3)[cH:8][cH:9][cH:10][cH:11]2)[cH:33][cH:34][cH:35][cH:36]1.[CH3:39][C:40]#[N:41].[ClH:42].[Na+:38].[OH-:37]>>[CH2:1]([CH3:2])[c:3]1[c:4]([O:5][c:6]2[c:7]([C:12]([CH2:13][CH2:14][CH2:15][CH2:16][O:17][CH3:18])([OH:19])[CH:20]3[CH2:21][NH:22][CH2:23][CH2:24][CH2:25]3)[cH:8][cH:9][cH:10][cH:11]2)[cH:33][cH:34][cH:35][cH:36]1. Reactants: ClC1=CC=C(C=N1)C1=CN=C(C=2N1C=C(N2)COC2=NC1=CC=CC=C1C=C2)N2CCOCC2 (4-(5-(6-Chloropyridin-3-yl)-2-((quinolin-2-yloxy)methyl)imidazo[1,2-a]pyrazin-8-yl)morpholine), C(=O)(OC(C)(C)C)N1CCC(=CC1)B1OC(C)(C)C(C)(C)O1 (N-Boc-1,2,3,6-tetrahydropyridine-4-boronic acid pinacol ester). Reported procedure: Compound 49b was prepared from compound 49a and N-Boc-1,2,3,6-tetrahydropyridine-4-boronic acid pinacol ester using the methods described in Example 1, Step G. Mass Spectrum (LCMS, ESI pos.) Calcd. For C35H37N7O4: 620.4 [M+H]. found 620.3. RXN SMILES: Cl[C:2]1[N:7]=[CH:6][C:5]([C:8]2[N:13]3[CH:14]=[C:15]([CH2:17][O:18][C:19]4[CH:28]=[CH:27][C:26]5[C:21](=[CH:22][CH:23]=[CH:24][CH:25]=5)[N:20]=4)[N:16]=[C:12]3[C:11]([N:29]3[CH2:34][CH2:33][O:32][CH2:31][CH2:30]3)=[N:10][CH:9]=2)=[CH:4][CH:3]=1.[C:35]([N:42]1[CH2:47][CH:46]=[C:45](B2OC(C)(C)C(C)(C)O2)[CH2:44][CH2:43]1)([O:37][C:38]([CH3:41])([CH3:40])[CH3:39])=[O:36]>>[O:32]1[CH2:33][CH2:34][N:29]([C:11]2[C:12]3[N:13]([CH:14]=[C:15]([CH2:17][O:18][C:19]4[CH:28]=[CH:27][C:26]5[C:21](=[CH:22][CH:23]=[CH:24][CH:25]=5)[N:20]=4)[N:16]=3)[C:8]([C:5]3[CH:4]=[CH:3][C:2]([C:45]4[CH2:46][CH2:47][N:42]([C:35]([O:37][C:38]([CH3:41])([CH3:40])[CH3:39])=[O:36])[CH2:43][CH:44]=4)=[N:7][CH:6]=3)=[CH:9][N:10]=2)[CH2:30][CH2:31]1. Yields the product O1CCN(CC1)C=1C=2N(C(=CN1)C=1C=CC(=NC1)C1=CCN(CC1)C(=O)OC(C)(C)C)C=C(N2)COC2=NC1=CC=CC=C1C=C2 (tert-Butyl 5-(8-morpholino-2-((quinolin-2-yloxy)methyl)imidazo[1,2-a]pyrazin-5-yl)-5′,6′-dihydro-[2,4′-bipyridine]-1′(2′H)-carboxylate). The reactants are Mercuric chloride, [Si](C)(C)(C(C)(C)C)N1C([C@@H]([C@H]1CC(SC)(SC)SC)[C@@H](C)O)=O ((3S,4R)-1-(t-butyldimethylsilyl)-3-[(R)-1-hydroxyethyl]-4-[2,2,2-tri(methylthio)-ethyl]azetidin-2-one), CO (methanol), C([O-])(O)=O.[Na+] (sodium bicarbonate). Conditions: temperature 0 celsius, time 3 minute. Product: C(=O)(OC)CC1CC(N1)=O (4-carbomethoxymethyl azetidin-2-one). As a reaction SMILES: [Si]([N:8]1[C@H:11]([CH2:12][C:13](SC)(SC)SC)[C@@H:10]([C@H](O)C)[C:9]1=[O:23])(C(C)(C)C)(C)C.[C:24](=O)(O)[O-:25].[Na+].C[OH:30]>>[C:13]([CH2:12][CH:11]1[NH:8][C:9](=[O:23])[CH2:10]1)([O:25][CH3:24])=[O:30] |f:1.2|. Reported procedure: Mercuric chloride (12.37 g, 45.6 mmol) is added in one portion to a solution of (3S,4R)-1-(t-butyldimethylsilyl)-3-[(R)-1-hydroxyethyl]-4-[2,2,2-tri(methylthio)-ethyl]azetidin-2-one (6.0 g, 15.2 mmol) in 250 ml of absolute methanol at 0° C. The resulting mixture (heavy white precipitate) is stirred at 0° C. for 3 min., then quenched by addition of sodium bicarbonate (8.99 g, 107 mmol). This mixture is then filtered and the solid residue is washed with additional methanol. The combined filtrate a... Starting materials: CC(C)(C)OC(=O)N1CCC(O)CC1, C1CCOC1, CN(C)CCOc1cc(S(C)(=O)=O)ccc1-n1ncc2c(Cl)ncnc21, [H-], [Na+]. Yields the product CN(C)CCOc1cc(S(C)(=O)=O)ccc1-n1ncc2c(OC3CCN(C(=O)OC(C)(C)C)CC3)ncnc21. RXN SMILES: [C:3]([CH3:4])([CH3:5])([CH3:6])[O:7][C:8](=[O:9])[N:10]1[CH2:11][CH2:12][CH:13]([OH:16])[CH2:14][CH2:15]1.[CH2:43]1[O:44][CH2:45][CH2:46][CH2:47]1.[Cl:17][c:18]1[c:19]2[c:20]([n:21][cH:22][n:23]1)[n:24](-[c:27]1[c:28]([O:29][CH2:30][CH2:31][N:32]([CH3:33])[CH3:34])[cH:35][c:36]([S:39](=[O:40])(=[O:41])[CH3:42])[cH:37][cH:38]1)[n:25][cH:26]2.[H-:2].[Na+:1]>>[C:3]([CH3:4])([CH3:5])([CH3:6])[O:7][C:8](=[O:9])[N:10]1[CH2:11][CH2:12][CH:13]([O:16][c:18]2[c:19]3[c:20]([n:21][cH:22][n:23]2)[n:24](-[c:27]2[c:28]([O:29][CH2:30][CH2:31][N:32]([CH3:33])[CH3:34])[cH:35][c:36]([S:39](=[O:40])(=[O:41])[CH3:42])[cH:37][cH:38]2)[n:25][cH:26]3)[CH2:14][CH2:15]1. Reactants: N(=[N+]=[N-])C1C(CN(CC1)S(=O)(=O)C)OC (rac-4-Azido-1-methanesulfonyl-3-methoxy-piperidine). The reagents and catalysts are [Pd] (palladium on carbon). Solvent: C(C)O (ethanol). Yields the product CS(=O)(=O)N1CC(C(CC1)N)OC (rac-1-Methanesulfonyl-3-methoxy-piperidin-4-ylamine). Reaction SMILES: [N:1]([CH:4]1[CH2:9][CH2:8][N:7]([S:10]([CH3:13])(=[O:12])=[O:11])[CH2:6][CH:5]1[O:14][CH3:15])=[N+]=[N-]>C(O)C.[Pd]>[CH3:13][S:10]([N:7]1[CH2:8][CH2:9][CH:4]([NH2:1])[CH:5]([O:14][CH3:15])[CH2:6]1)(=[O:12])=[O:11]. Reported procedure: The azide (270 mg, 1.15 mmol, Example 311) in ethanol was hydrogenated at 40 psi under the catalysis of palladium on carbon for 1 hour. The mixture was filtered and the filtrate was concentrated to give an off-white solid. 230 mg, 96%. It was used directly for the next step. Starting materials: BrB(Br)Br, COc1cc([N+](=O)[O-])c(CCCCC(=O)O)c([N+](=O)[O-])c1O. Product: O=C(O)CCCCc1c([N+](=O)[O-])cc(O)c(O)c1[N+](=O)[O-]. RXN SMILES: [B:23]([Br:24])([Br:25])[Br:26].[N+:1](=[O:2])([O-:3])[c:4]1[c:5]([CH2:16][CH2:17][CH2:18][CH2:19][C:20](=[O:21])[OH:22])[c:6]([N+:13](=[O:14])[O-:15])[cH:7][c:8]([O:11][CH3:12])[c:9]1[OH:10]>>[N+:1](=[O:2])([O-:3])[c:4]1[c:5]([CH2:16][CH2:17][CH2:18][CH2:19][C:20](=[O:21])[OH:22])[c:6]([N+:13](=[O:14])[O-:15])[cH:7][c:8]([OH:11])[c:9]1[OH:10]. The reactants are O (water), C(=O)C1=CC=C(C=C1)B(O)O (4-formylphenylboronic acid), OC(C)(C)C(C)(C)O (pinacol), O (water). The solvent is C1(=CC=CC=C1)C (toluene). Yields the product CC1(OB(OC1(C)C)C1=CC=C(C=O)C=C1)C (4-(4,4,5,5-Tetramethyl[1,3,2]dioxaborolan-2-yl)benzaldehyde). Yield: 93.1%. RXN SMILES: [CH:1]([C:3]1[CH:8]=[CH:7][C:6]([B:9]([OH:11])[OH:10])=[CH:5][CH:4]=1)=[O:2].O[C:13]([C:16](O)([CH3:18])[CH3:17])([CH3:15])[CH3:14].O>C1(C)C=CC=CC=1>[CH3:14][C:13]1([CH3:15])[C:16]([CH3:18])([CH3:17])[O:11][B:9]([C:6]2[CH:5]=[CH:4][C:3]([CH:1]=[O:2])=[CH:8][CH:7]=2)[O:10]1. Procedure details: A suspension of 5 g (33.3 mmol) of 4-formylphenylboronic acid and 3.93 g (33.3 mmol) of pinacol in 25 ml of toluene was refluxed on a water separator. When all the water of reaction had been removed, a clarifying filtration was carried out, and the solvent was removed by distillation until the product started to crystallize, giving 7.2 g (31 mmol) of product.